From a dataset of the Open Reaction Database (ORD), a public repository of structured organic reaction records. describe an organic reaction: reactants, conditions, products, and yield Reactants: Cl, [H-], CCOC(=O)CNC(=O)Nc1cccc(I)c1, [Na+], CN(C)C=O. Yields the product O=C1CNC(=O)N1c1cccc(I)c1. As a reaction SMILES: [ClH:20].[H-:18].[I:1][c:2]1[cH:3][c:4]([NH:8][C:9](=[O:10])[NH:11][CH2:12][C:13]([O:15][CH2:14][CH3:16])=[O:17])[cH:5][cH:6][cH:7]1.[Na+:19].[O:21]=[CH:22][N:23]([CH3:24])[CH3:25]>>[I:1][c:2]1[cH:3][c:4]([N:8]2[C:9](=[O:10])[NH:11][CH2:12][C:13]2=[O:15])[cH:5][cH:6][cH:7]1. Reactants: FC(C1=CC=C(C=C1)B(O)O)(F)F (4-Trifluoromethylphenylboronic acid), COC(C1=C(C(=CC(=C1)Br)Cl)OC)=O (5-Bromo-3-chloro-2-methoxy-benzoic acid methyl ester), [F-].[Cs+] (CsF). The reagents and catalysts are C=1C=CC(=CC1)[P](C=2C=CC=CC2)(C=3C=CC=CC3)[Pd]([P](C=4C=CC=CC4)(C=5C=CC=CC5)C=6C=CC=CC6)([P](C=7C=CC=CC7)(C=8C=CC=CC8)C=9C=CC=CC9)[P](C=1C=CC=CC1)(C=1C=CC=CC1)C=1C=CC=CC1 (Pd(PPh3)4). Solvent: COCCOC (DME), CCOC(=O)C (EtOAc). Conditions: temperature 85 celsius. Product: COC(=O)C=1C=C(C=C(C1OC)Cl)C1=CC=C(C=C1)C(F)(F)F (5-Chloro-4-methoxy-4′-trifluoromethyl-biphenyl-3-carboxylic acid methyl ester). The yield is 76.4%. RXN SMILES: [F:1][C:2]([F:13])([F:12])[C:3]1[CH:8]=[CH:7][C:6](B(O)O)=[CH:5][CH:4]=1.[CH3:14][O:15][C:16](=[O:27])[C:17]1[CH:22]=[C:21](Br)[CH:20]=[C:19]([Cl:24])[C:18]=1[O:25][CH3:26].[F-].[Cs+]>COCCOC.CCOC(C)=O.C1C=CC([P]([Pd]([P](C2C=CC=CC=2)(C2C=CC=CC=2)C2C=CC=CC=2)([P](C2C=CC=CC=2)(C2C=CC=CC=2)C2C=CC=CC=2)[P](C2C=CC=CC=2)(C2C=CC=CC=2)C2C=CC=CC=2)(C2C=CC=CC=2)C2C=CC=CC=2)=CC=1>[CH3:14][O:15][C:16]([C:17]1[CH:22]=[C:21]([C:6]2[CH:7]=[CH:8][C:3]([C:2]([F:13])([F:12])[F:1])=[CH:4][CH:5]=2)[CH:20]=[C:19]([Cl:24])[C:18]=1[O:25][CH3:26])=[O:27] |f:2.3,^1:45,47,66,85|. Procedure details: 4-Trifluoromethylphenylboronic acid (0.815 g, 4.29 mmol) was added to a solution of 5-Bromo-3-chloro-2-methoxy-benzoic acid methyl ester (1.0 g, 3.57 mmol), Pd(PPh3)4 (0.2 g, 0.178 mmol) and CsF (1.08 g, 7.15 mmol) in DME (10 mL ) and heated at 85° C. for 10 h. The reaction was diluted with EtOAc (20 mL) and filtered, filtrate was washed water, brine and dried over Na2SO4. Solvent was removed under reduced pressure and the silicagel column chromatography gave pure 5-Chloro-4-methoxy-4′-trifluoro... The reactants are C(C1CO1)OC(C)(C)C (tert-Butyl glycidyl ether), C(=O)O (formic acid), [OH-].[Na+] (sodium hydroxide). Solvent: O (water). Product: C(C)(C)(C)OCC(CO)O (3-tert-butoxy-1,2-propanediol). Yield: 54.0%. Reaction SMILES: [CH2:1]([O:5][C:6]([CH3:9])([CH3:8])[CH3:7])[CH:2]1[O:4][CH2:3]1.C(O)=[O:11].[OH-].[Na+]>O>[C:6]([O:5][CH2:1][CH:2]([OH:4])[CH2:3][OH:11])([CH3:9])([CH3:8])[CH3:7] |f:2.3|. Procedure details: Compound 17 was prepared by the method described by Montanari and Tundo (Montanari, F. and Tundo, P., J. Org. Chem. 1982, 47, 1298). tert-Butyl glycidyl ether (Aldrich), (141 ml, 1.0 mol.) was added dropwise to 99% formic acid (83 ml, 2.2 mol). The reaction mixture was stirred and the temperature was maintained below 30° C. The mixture was stirred at room temperature for 12 hours. A solution of sodium hydroxide (100 g, 2.5 mol.) in 125 ml of water was added slowly, keeping the temperature below ... Reactants: CC1=C(C=C(C=C1)[N+](=O)[O-])NC1=NC=C(C(=N1)C=1C=NC=CC1)C(=O)OCC (ethyl 2-[(2-methyl-5-nitrophenyl)amino]-4-(3-pyridinyl)pyrimidine-5-carboxylate), C([O-])([O-])=O.[K+].[K+] (potassium carbonate), O (water). The solvent is C(C)O (ethanol). Run at temperature 80 celsius. Yields the product CC1=C(C=C(C=C1)[N+](=O)[O-])NC1=NC=CC(=N1)C=1C=NC=CC1 (N-(2-methyl-5-nitrophenyl)-4-(3-pyridinyl)-2 pyrimidine amine). Yield: 80.0%. Reaction SMILES: [CH3:1][C:2]1[CH:7]=[CH:6][C:5]([N+:8]([O-:10])=[O:9])=[CH:4][C:3]=1[NH:11][C:12]1[N:17]=[C:16]([C:18]2[CH:19]=[N:20][CH:21]=[CH:22][CH:23]=2)[C:15](C(OCC)=O)=[CH:14][N:13]=1.C(=O)([O-])[O-].[K+].[K+].O>C(O)C>[CH3:1][C:2]1[CH:7]=[CH:6][C:5]([N+:8]([O-:10])=[O:9])=[CH:4][C:3]=1[NH:11][C:12]1[N:17]=[C:16]([C:18]2[CH:19]=[N:20][CH:21]=[CH:22][CH:23]=2)[CH:15]=[CH:14][N:13]=1 |f:1.2.3|. Procedure: 140 g ethyl 2-[(2-methyl-5-nitrophenyl)amino]-4-(3-pyridinyl)pyrimidine-5-carboxylate and 109 g potassium carbonate is suspended in a mixture composed by 1050 mL water and 560 mL ethanol. The mixture is refluxed for 1 hour, then 700 mL solvent are slowly distilled. Once completed the conversion, the mixture is cooled to 80° C. and it is adjusted to pH a 7 with 95 mL acetic acid. 560 mL N-methylpyrrolidone and 0.9 g CuO is added. The water present is distilled under reduced pressure, and the mixt... Reactants: ClC1=C(C(=O)OC)C=CC=C1CC#N (Methyl 2-chloro-3-(cyanomethyl)benzoate), [H-].[Na+] (sodium hydride), BrCCBr (1,2-dibromoethane). Run in CS(=O)C (dimethyl sulfoxide). The product is ClC1=C(C(=O)OC)C=CC=C1C1(CC1)C#N (methyl 2-chloro-3-(1-cyanocyclopropyl)benzoate). The yield is 35.0%. RXN SMILES: [Cl:1][C:2]1[C:11]([CH2:12][C:13]#[N:14])=[CH:10][CH:9]=[CH:8][C:3]=1[C:4]([O:6][CH3:7])=[O:5].[H-].[Na+].Br[CH2:18][CH2:19]Br>CS(C)=O>[Cl:1][C:2]1[C:11]([C:12]2([C:13]#[N:14])[CH2:19][CH2:18]2)=[CH:10][CH:9]=[CH:8][C:3]=1[C:4]([O:6][CH3:7])=[O:5] |f:1.2|. Procedure details: Using Methyl 2-chloro-3-(cyanomethyl)benzoate (2.00 g, 9.54 mmol), sodium hydride (60% in oil, 1.14 g, 28.6 mmol), 1,2-dibromoethane (1.18 mL, 14.3 mmol) and dimethyl sulfoxide (20 mL) as starting materials, and in the same manner as in Example A1(ii), the title compound (787 mg, 35%) was obtained as a colorless oil. Product: O=C1C=2C=CC=NC2C=CN1CC(=O)O ([5-oxo-1,6-naphthyridin-6(5H)-yl]acetic acid). Run at temperature 100 celsius. Reactants: Cl (hydrochloric acid), N1=CC=CC=2C(NC=CC12)=O (1,6-naphthyridin-5(6H)-one), [OH-].[Na+] (sodium hydroxide), ClCC(=O)O (chloroacetic acid). Reported procedure: To 1,6-naphthyridin-5(6H)-one (0.625 g, 4.28 mmol) was added 5 M sodium hydroxide solution (1.7 mL) followed by chloroacetic acid (0.404 g, 4.28 mmol). The reaction mixture was heated at 100° C. for 2 h. After cooled down to ambient temperature and neutralized with 2 N hydrochloric acid (2.1 mL), the title compound was collected by filtration as a yellow solid. 1H NMR (DMSO-d6): δ 13.1 (s, 1H), 8.94 (dd, J=4.6, 1.8 Hz, 1H), 8.51 (dd, J=8.0, 1.6 Hz, 1H), 7.72 (d, J=7.6 Hz, 1H), 7.52 (dd, J=8.0, 4... Reaction SMILES: [N:1]1[C:10]2[CH:9]=[CH:8][NH:7][C:6](=[O:11])[C:5]=2[CH:4]=[CH:3][CH:2]=1.[OH-].[Na+].Cl[CH2:15][C:16]([OH:18])=[O:17].Cl>>[O:11]=[C:6]1[N:7]([CH2:15][C:16]([OH:18])=[O:17])[CH:8]=[CH:9][C:10]2[N:1]=[CH:2][CH:3]=[CH:4][C:5]1=2 |f:1.2|.